This data is from the Open Reaction Database (ORD), a public repository of structured organic reaction records. The task is: describe an organic reaction: reactants, conditions, products, and yield Starting materials: COC1=CC=C(C=C1)N1N=C(C2=C1C(NCC2)=O)C#N (1-(4-methoxy-phenyl)-7-oxo-4,5,6,7-tetrahydro-1H-pyrazolo[3,4-c]pyridine-3-carbonitrile), IC1=CC=C(C=C1)C(CN1C(CCC1)=O)(C)C (1-[2-(4-iodo-phenyl)-2-methyl-propyl]-pyrrolidin-2-one), C(=O)([O-])[O-].[K+].[K+] (K2CO3). Reagents/catalysts: [Cu]I (CuI). Reaction conditions: temperature 130 celsius. The product is CC(CN1C(CCC1)=O)(C)C1=CC=C(C=C1)N1C(C2=C(CC1)C(=NN2C2=CC=C(C=C2)OC)C#N)=O (6-{4-[1,1-Dimethyl-2-(2-oxo-pyrrolidin-1-yl)-ethyl]-phenyl}-1-(4-methoxy-phenyl)-7-oxo-4,5,6,7-tetrahydro-1H-pyrazolo[3,4-c]pyridine-3-carbonitrile). RXN SMILES: [CH3:1][O:2][C:3]1[CH:8]=[CH:7][C:6]([N:9]2[C:13]3[C:14](=[O:18])[NH:15][CH2:16][CH2:17][C:12]=3[C:11]([C:19]#[N:20])=[N:10]2)=[CH:5][CH:4]=1.I[C:22]1[CH:27]=[CH:26][C:25]([C:28]([CH3:37])([CH3:36])[CH2:29][N:30]2[CH2:34][CH2:33][CH2:32][C:31]2=[O:35])=[CH:24][CH:23]=1.C([O-])([O-])=O.[K+].[K+]>[Cu]I>[CH3:37][C:28]([C:25]1[CH:24]=[CH:23][C:22]([N:15]2[CH2:16][CH2:17][C:12]3[C:11]([C:19]#[N:20])=[N:10][N:9]([C:6]4[CH:5]=[CH:4][C:3]([O:2][CH3:1])=[CH:8][CH:7]=4)[C:13]=3[C:14]2=[O:18])=[CH:27][CH:26]=1)([CH3:36])[CH2:29][N:30]1[CH2:34][CH2:33][CH2:32][C:31]1=[O:35] |f:2.3.4|. Procedure: To 1-(4-methoxy-phenyl)-7-oxo-4,5,6,7-tetrahydro-1H-pyrazolo[3,4-c]pyridine-3-carbonitrile (0.149 g, 0.55 mmol), 1-[2-(4-iodo-phenyl)-2-methyl-propyl]-pyrrolidin-2-one (0.19 g, 0.55 mmol), and K2CO3 (0.23 g, 1.7 mmol) was added degassed DMSO (4 mL) followed by CuI (21 mg, 0.11 mmol). The mixture was heated to 130° C. for 5 h. The reaction was cooled, partitioned between ethyl acetate and water, extracted with ethyl acetate, and dried (MgSO4). Chromatography on silica gel using 0–5% MeOH in CH2Cl... Reactants: starch, aqueous solution, [I-] (iodide), NC1=C2C=CN=CC2=CC=C1 (5-aminoisoquinoline), N(=O)[O-].[Na+] (sodium nitrite), [C-]#N.[Na+] (sodium cyanide), [Cu](C#N)C#N (copper cyanide), C([O-])(O)=O.[Na+] (sodium bicarbonate), resultant solution. Run in C(C)(=O)OCC (ethyl acetate), O (water), C1(=CC=CC=C1)C (toluene), Cl (hydrochloric acid), O (water). Conditions: time 5 minute. The product is C(#N)C1=C2C=CN=CC2=CC=C1 (5-Cyanoisoquinoline). Yield: 62.3%. As a reaction SMILES: N[C:2]1[CH:11]=[CH:10][CH:9]=[C:8]2[C:3]=1[CH:4]=[CH:5][N:6]=[CH:7]2.N([O-])=O.[Na+].C(=O)(O)[O-].[Na+].[I-].[C-]#N.[Na+].[Cu](C#N)[C:26]#[N:27]>Cl.O.C(OCC)(=O)C.C1(C)C=CC=CC=1>[C:26]([C:2]1[CH:11]=[CH:10][CH:9]=[C:8]2[C:3]=1[CH:4]=[CH:5][N:6]=[CH:7]2)#[N:27] |f:1.2,3.4,6.7|. Procedure: To a cold (0° C.) solution of 10.0 g (61.4 mmol) of 5-aminoisoquinoline in 288 mL of 1.5N hydrochloric acid, was added 15 mL of 5.2M sodium nitrite in water. After approximately 5 minutes, a cool saturated solution of sodium bicarbonate was added to the reaction mixture until the reaction solution tested negative using the iodide and starch paper test. The resultant solution was poured into a cold (0°-5° C.) biphasic mixture containing 300 ml of toluene and 150 mL of an aqueous solution containi... Reactants: C(C)(=O)O.C(N)(=N)C1C(CN(CC1)C(=O)OC(C)(C)C)O (tert-butyl (3RS,4RS)-4-carbamimidoyl-3-hydroxy-piperidine-1-carboxylate acetate), C[O-].[Na+] (sodium methylate), C(C1=CC=CC=C1)OC(C=O)=CN(C)C (2-benzyloxy-3-dimethylamino-acrolein). Run in CO (methanol). Yields the product C(C1=CC=CC=C1)OC=1C=NC(=NC1)C1C(CN(CC1)C(=O)OC(C)(C)C)O (tert-butyl (3RS,4RS)-4-(5-benzyloxy-pyrimidin-2-yl)-3-hydroxy-piperidine-1-carboxylate). Isolated yield 27.5%. RXN SMILES: C(O)(=O)C.[C:5]([CH:8]1[CH2:13][CH2:12][N:11]([C:14]([O:16][C:17]([CH3:20])([CH3:19])[CH3:18])=[O:15])[CH2:10][CH:9]1[OH:21])(=[NH:7])[NH2:6].C[O-].[Na+].[CH2:25]([O:32][C:33](=[CH:36]N(C)C)[CH:34]=O)[C:26]1[CH:31]=[CH:30][CH:29]=[CH:28][CH:27]=1>CO>[CH2:25]([O:32][C:33]1[CH:34]=[N:7][C:5]([CH:8]2[CH2:13][CH2:12][N:11]([C:14]([O:16][C:17]([CH3:18])([CH3:20])[CH3:19])=[O:15])[CH2:10][CH:9]2[OH:21])=[N:6][CH:36]=1)[C:26]1[CH:31]=[CH:30][CH:29]=[CH:28][CH:27]=1 |f:0.1,2.3|. Procedure: A solution of 372 mg (1 mmol) of tert-butyl (3RS,4RS)-4-carbamimidoyl-3-hydroxy-piperidine-1-carboxylate acetate in 10 ml of methanol was treated with 1 ml of 1N sodium methylate solution and stirred at room temperature. Subsequently, 205 mg (1 mmol) of 2-benzyloxy-3-dimethylamino-acrolein (EPA 0 477 901) were added thereto and the solution was heated to reflux for 18 hours. For the working-up, the reaction mixture was evaporated under reduced pressure and the residue was taken up in 20 ml of me... The reactants are N, C1([C@@H]2C[C@@H]1C[C@@H]([C@H]2C)B)(C)C.C1([C@@H]2C[C@H]1C[C@@H]([C@H]2C)B)(C)C.C(CN(C)C)N(C)C, C1CN(C[C@@H](C1=O)O)S(=O)(=O)C. Reagents/catalysts: c1ccc(cc1)-c2c3ccccc3cc4ccccc24 (9-Phenylanthracene), CC(C)[O-].CC(C)[O-].CC(C)[O-].CC(C)[O-].[Ti+4] (Ti(OiPr)4). Run at temperature 25 celsius, time 18 hour. Yields the product CS(=O)(=O)N1CC[C@@H](N)[C@@H](O)C1. As a reaction SMILES: [CH3:1][S:2]([N:5]1[CH2:11][C@H:9]([OH:10])[C:8](=O)[CH2:7][CH2:6]1)(=[O:4])=[O:3].[NH3:12].B[C@@H]1[C@@H](C)[C@@H](C(C)(C)[C@H]2C1)C2.B[C@@H]3[C@@H](C)[C@@H](C(C)(C)[C@H]4C3)C4.CN(CCN(C)C)C>>[CH3:1][S:2]([N:5]1[CH2:11][C@H:9]([OH:10])[C@H:8]([NH2:12])[CH2:7][CH2:6]1)(=[O:4])=[O:3]. Starting materials: NC(CC(=O)O)C1=C(C=C(C=C1)F)F (rac-3-amino-3-(2,4-difluorophenyl)propanoic acid), C1(C=2C(C(=O)O1)=CC=CC2)=O (phthalic anhydride), O (water). Solvent: CN(C)C=O (DMF). Reaction conditions: temperature 135 celsius. Product: FC1=C(C=CC(=C1)F)C(CC(=O)O)N1C(C2=CC=CC=C2C1=O)=O (rac-3-(2,4-Difluorophenyl)-3-(1,3-dioxo-1,3-dihydro-2H-isoindol-2-yl)propanoic acid). Reaction SMILES: [NH2:1][CH:2]([C:7]1[CH:12]=[CH:11][C:10]([F:13])=[CH:9][C:8]=1[F:14])[CH2:3][C:4]([OH:6])=[O:5].[C:15]1(=O)[O:20][C:18](=[O:19])[C:17]2=[CH:21][CH:22]=[CH:23][CH:24]=[C:16]12.O>CN(C=O)C>[F:14][C:8]1[CH:9]=[C:10]([F:13])[CH:11]=[CH:12][C:7]=1[CH:2]([N:1]1[C:18](=[O:19])[C:17]2[C:16](=[CH:24][CH:23]=[CH:22][CH:21]=2)[C:15]1=[O:20])[CH2:3][C:4]([OH:6])=[O:5]. Procedure: 5.0 g of rac-3-amino-3-(2,4-difluorophenyl)propanoic acid (24.85 mmol) and 3.68 g of phthalic anhydride (24.85 mmol) were dissolved in 20 ml of DMF and the mixture was heated at reflux at 135° C. overnight. The reaction solution was added to about 160 ml of water and extracted twice with ethyl acetate. The combined organic phases were washed with water, dried over sodium sulphate, filtered and concentrated. The crude product was purified by silica gel chromatography (mobile phase: dichloromethan... Starting materials: FC1=CC=C(C=C1)N1N=NC(=C1CCl)C (1-(4-fluorophenyl)-4-methyl-5-chloromethyl-1,2,3-triazole), C1(=CC=CC=C1)P(C1=CC=CC=C1)C1=CC=CC=C1 (triphenylphosphine). Solvent: C1(=CC=CC=C1)C (toluene). Run at temperature 80 celsius. Product: [Cl-].FC1=CC=C(C=C1)N1N=NC(=C1C[P+](C1=CC=CC=C1)(C1=CC=CC=C1)C1=CC=CC=C1)C ([[1-(4-fluorophenyl)-4-methyl-1,2,3-triazol-5-yl]-methyl]-triphenylphosphonium chloride). As a reaction SMILES: [F:1][C:2]1[CH:7]=[CH:6][C:5]([N:8]2[C:12]([CH2:13][Cl:14])=[C:11]([CH3:15])[N:10]=[N:9]2)=[CH:4][CH:3]=1.[C:16]1([P:22]([C:29]2[CH:34]=[CH:33][CH:32]=[CH:31][CH:30]=2)[C:23]2[CH:28]=[CH:27][CH:26]=[CH:25][CH:24]=2)[CH:21]=[CH:20][CH:19]=[CH:18][CH:17]=1>C1(C)C=CC=CC=1>[Cl-:14].[F:1][C:2]1[CH:7]=[CH:6][C:5]([N:8]2[C:12]([CH2:13][P+:22]([C:23]3[CH:24]=[CH:25][CH:26]=[CH:27][CH:28]=3)([C:29]3[CH:34]=[CH:33][CH:32]=[CH:31][CH:30]=3)[C:16]3[CH:17]=[CH:18][CH:19]=[CH:20][CH:21]=3)=[C:11]([CH3:15])[N:10]=[N:9]2)=[CH:4][CH:3]=1 |f:3.4|. Procedure details: A solution of 1-(4-fluorophenyl)-4-methyl-5-chloromethyl-1,2,3-triazole (754 mg; 3.34 mmol), prepared as described in example 7, and triphenylphosphine (1.1 g; 4.18 mmol) in toluene (33 ml) was heated at 80° C. for 21 hours. Then, the reaction mixture was cooled to room temperature and kept at this temperature overnight. The precipitate was filtered by washing with a little amount of toluene and with ethyl ether. The title compound was obtained as a solid.